Dataset: the Open Reaction Database (ORD), a public repository of structured organic reaction records. Task: describe an organic reaction: reactants, conditions, products, and yield As a reaction SMILES: [CH2:1]([CH3:2])[C:3]([CH2:4][CH3:5])([O:6][CH3:7])[c:8]1[c:9]([CH3:14])[n:10][cH:11][cH:12][cH:13]1.[Cl:34][CH2:35][Cl:36].[F:15][C:16]([F:17])([F:19])[C:20](=[O:18])[O:21][C:22](=[O:23])[C:24]([F:25])([F:26])[F:27].[K+:28].[K+:29].[O-:30][C:31]([O-:32])=[O:33].[OH2:37]>>[CH2:1]([CH3:2])[C:3]([CH2:4][CH3:5])([O:6][CH3:7])[c:8]1[c:9]([CH2:14][OH:18])[n:10][cH:11][cH:12][cH:13]1. Product: CCC(CC)(OC)c1cccnc1CO. Reactants: CCC(CC)(OC)c1cccnc1C, ClCCl, O=C(OC(=O)C(F)(F)F)C(F)(F)F, [K+], [K+], O=C([O-])[O-], O. Starting materials: C(C)(=O)NC1=C(C2=CC=CC=C2C=C1)C1=C(C=CC2=CC=CC=C12)P(=O)(C1=CC=CC=C1)C1=CC=CC=C1 ((−)-2-acetylamino-2′-diphenylphosphinyl-1,1′-binaphthyl), C(C)(=O)NC1=C(C2=CC=CC=C2C=C1)C1=C(C=CC2=CC=CC=C12)P(=O)(C1=CC=CC=C1)C1=CC=CC=C1 ((−)-2-acetylamino-2′-diphenylphosphinyl-1,1′-binaphthyl). The solvent is O1CCCC1 (tetrahydrofuran), O1CCCC1 (tetrahydrofuran). Conditions: time 3 hour. Yields the product C(C)NC1=C(C2=CC=CC=C2C=C1)C1=C(C=CC2=CC=CC=C12)P(C1=CC=CC=C1)C1=CC=CC=C1 ((−)-2-ethylamino-2′-diphenylphosphino-1,1′-binaphthyl). Isolated yield 75.6%. Reaction SMILES: [C:1]([NH:4][C:5]1[CH:14]=[CH:13][C:12]2[C:7](=[CH:8][CH:9]=[CH:10][CH:11]=2)[C:6]=1[C:15]1[C:24]2[C:19](=[CH:20][CH:21]=[CH:22][CH:23]=2)[CH:18]=[CH:17][C:16]=1[P:25]([C:33]1[CH:38]=[CH:37][CH:36]=[CH:35][CH:34]=1)([C:27]1[CH:32]=[CH:31][CH:30]=[CH:29][CH:28]=1)=O)(=O)[CH3:2]>O1CCCC1>[CH2:1]([NH:4][C:5]1[CH:14]=[CH:13][C:12]2[C:7](=[CH:8][CH:9]=[CH:10][CH:11]=2)[C:6]=1[C:15]1[C:24]2[C:19](=[CH:20][CH:21]=[CH:22][CH:23]=2)[CH:18]=[CH:17][C:16]=1[P:25]([C:27]1[CH:32]=[CH:31][CH:30]=[CH:29][CH:28]=1)[C:33]1[CH:34]=[CH:35][CH:36]=[CH:37][CH:38]=1)[CH3:2]. Reported procedure: 127 mg (0.25 mmol) of (−)-2-acetylamino-2′-diphenylphosphinyl-1,1′-binaphthyl (the formula (1-2a-1)) was dissolved in 6 ml of tetrahydrofuran under the flow of nitrogen. To the solution, 620 μl (1.24 mmol) of tetrahydrofuran solution (2M) of borane-dimethyl sulfide complex was added at 0° C., followed by the stirring for 18 hours at 88° C. The reaction solution was extracted with 50 ml of ethyl acetate, washed with 10 ml of saturated aqueous solution of ammonium chloride and 10 ml of brine, and ... Starting materials: COc1ccc2c(c1)C(CC(=O)O)=C(C)C2, CC(=O)O, CO, [K+], NS(=O)(=O)c1ccc(C=O)cc1, [OH-]. The product is COc1ccc2c(c1)C(CC(=O)O)=C(C)C2=Cc1ccc(S(N)(=O)=O)cc1. Reaction SMILES: [CH3:1][O:2][c:3]1[cH:4][c:5]2[c:9]([cH:10][cH:11]1)[CH2:8][C:7]([CH3:12])=[C:6]2[CH2:13][C:14](=[O:15])[OH:16].[CH3:31][C:32](=[O:33])[OH:34].[CH3:35][OH:36].[K+:18].[NH2:19][S:20](=[O:21])(=[O:22])[c:23]1[cH:24][cH:25][c:26]([CH:27]=[O:28])[cH:29][cH:30]1.[OH-:17]>>[CH3:1][O:2][c:3]1[cH:4][c:5]2[c:9]([cH:10][cH:11]1)[C:8](=[CH:27][c:26]1[cH:25][cH:24][c:23]([S:20]([NH2:19])(=[O:21])=[O:22])[cH:30][cH:29]1)[C:7]([CH3:12])=[C:6]2[CH2:13][C:14](=[O:15])[OH:16]. The reactants are C1(=CC=CC=C1)C1=C(C=CC2=CC=CC=C12)O (1-phenylnaphthalen-2-ol), C(CCC)[Li] (n-butyllithium), [Cl-].[Cl-].[Cl-].CC1=C(C(=C(C1(C)[Ti+3])C)C)C ((pentamethylcyclopentadienyl)titanium(IV) trichloride). Solvent: C1(=CC=CC=C1)C (toluene), C1(=CC=CC=C1)C (toluene). Run at time 12 hour. Product: Cl[Ti](OC1=C(C2=CC=CC=C2C=C1)C1=CC=CC=C1)(C1(C(=C(C(=C1C)C)C)C)C)Cl ((dichloro)(pentamethylcyclopentadienyl)(1-phenylnaphthalen-2-yloxy)titanium(IV)). The yield is 58.0%. RXN SMILES: [C:1]1([C:7]2[C:16]3[C:11](=[CH:12][CH:13]=[CH:14][CH:15]=3)[CH:10]=[CH:9][C:8]=2[OH:17])[CH:6]=[CH:5][CH:4]=[CH:3][CH:2]=1.C([Li])CCC.[Cl-:23].[Cl-:24].[Cl-].[CH3:26][C:27]1[C:31]([Ti+3:33])([CH3:32])[C:30]([CH3:34])=[C:29]([CH3:35])[C:28]=1[CH3:36]>C1(C)C=CC=CC=1>[Cl:23][Ti:33]([Cl:24])([C:31]1([CH3:32])[C:27]([CH3:26])=[C:28]([CH3:36])[C:29]([CH3:35])=[C:30]1[CH3:34])[O:17][C:8]1[CH:9]=[CH:10][C:11]2[C:16](=[CH:15][CH:14]=[CH:13][CH:12]=2)[C:7]=1[C:1]1[CH:2]=[CH:3][CH:4]=[CH:5][CH:6]=1 |f:2.3.4.5|. Reported procedure: To solution of 1-phenylnaphthalen-2-ol (2.0 g, 9.1 mmol) in toluene (100 mL), slowly injected was n-butyllithium (2.5 M in hexane, 3.6 mL) at −78° C., and the mixture was stirred at ambient temperature for 12 hours. After chilling the reaction mixture to −78° C., slowly added was solution of (pentamethylcyclopentadienyl)titanium(IV) trichloride (2.5 g, 16.3 mmol) in toluene (60 mL), and the reaction was carried out at ambient temperature for 12 hours. When the reaction was completed, the reactio...